Dataset: the Open Reaction Database (ORD), a public repository of structured organic reaction records. Task: describe an organic reaction: reactants, conditions, products, and yield Starting materials: COC(=O)c1c(-c2ccccc2)c2ccc(OC)cc2c(=O)n1C, CCO, Cl, [K+], [OH-]. Yields the product COc1ccc2c(-c3ccccc3)c(C(=O)O)n(C)c(=O)c2c1. Reaction SMILES: [CH3:1][O:2][c:3]1[cH:4][cH:5][c:6]2[c:7](-[c:19]3[cH:20][cH:21][cH:22][cH:23][cH:24]3)[c:8]([C:15](=[O:16])[O:17][CH3:18])[n:9]([CH3:14])[c:10](=[O:13])[c:11]2[cH:12]1.[CH3:28][CH2:29][OH:30].[ClH:27].[K+:26].[OH-:25]>>[CH3:1][O:2][c:3]1[cH:4][cH:5][c:6]2[c:7](-[c:19]3[cH:20][cH:21][cH:22][cH:23][cH:24]3)[c:8]([C:15](=[O:16])[OH:17])[n:9]([CH3:14])[c:10](=[O:13])[c:11]2[cH:12]1. Reactants: C(CCC)[Sn](CCCC)(CCCC)C#N (tri-n-butyltin cyanide), C1(CCCCC1)P(C1=C(C=CC=C1)C1=C(C=C(C=C1C(C)C)C(C)C)C(C)C)C1CCCCC1 (2-(dicyclohexylphosphino)-2′,4′,6′,-triisopropyl-biphenyl), ClC=1C=C(C=C(C1)N1CCOCC1)NC1=C(C(=NC2=CC(=CC(=C12)F)F)C1=NC=CC=C1)C (N-(3-chloro-5-morpholinophenyl)-5,7-difluoro-3-methyl-2-(pyridin-2-yl)quinolin-4-amine), CN1C(CCC1)=O (1-methylpyrrolidin-2-one), C1(CCCCC1)P(C1=C(C=CC=C1)C1=C(C=C(C=C1C(C)C)C(C)C)C(C)C)C1CCCCC1 (2-(dicyclohexylphosphino)-2′,4′,6′,-triisopropyl-biphenyl). The reagents and catalysts are FC(C(=O)[O-])(F)F.FC(C(=O)[O-])(F)F.[Pd+2] (palladium bis(trifluoroacetate)), FC(C(=O)[O-])(F)F.FC(C(=O)[O-])(F)F.[Pd+2] (palladium bis(trifluoroacetate)). Run at temperature 160 celsius, time 3 hour. Product: FC1=C2C(=C(C(=NC2=CC(=C1)F)C1=NC=CC=C1)C)NC=1C=C(C#N)C=C(C1)N1CCOCC1 (3-(5,7-difluoro-3-methyl-2-(pyridin-2-yl)quinolin-4-ylamino)-5-morpholinobenzonitrile). RXN SMILES: Cl[C:2]1[CH:3]=[C:4]([NH:14][C:15]2[C:24]3[C:19](=[CH:20][C:21]([F:26])=[CH:22][C:23]=3[F:25])[N:18]=[C:17]([C:27]3[CH:32]=[CH:31][CH:30]=[CH:29][N:28]=3)[C:16]=2[CH3:33])[CH:5]=[C:6]([N:8]2[CH2:13][CH2:12][O:11][CH2:10][CH2:9]2)[CH:7]=1.[CH3:34][N:35]1CCCC1=O.C1(P(C2CCCCC2)C2C=CC=CC=2C2C(C(C)C)=CC(C(C)C)=CC=2C(C)C)CCCCC1.C([Sn](C#N)(CCCC)CCCC)CCC>FC(F)(F)C([O-])=O.FC(F)(F)C([O-])=O.[Pd+2]>[F:25][C:23]1[CH:22]=[C:21]([F:26])[CH:20]=[C:19]2[C:24]=1[C:15]([NH:14][C:4]1[CH:3]=[C:2]([CH:7]=[C:6]([N:8]3[CH2:13][CH2:12][O:11][CH2:10][CH2:9]3)[CH:5]=1)[C:34]#[N:35])=[C:16]([CH3:33])[C:17]([C:27]1[CH:32]=[CH:31][CH:30]=[CH:29][N:28]=1)=[N:18]2 |f:4.5.6|. Reported procedure: To a stirred solution of N-(3-chloro-5-morpholinophenyl)-5,7-difluoro-3-methyl-2-(pyridin-2-yl)quinolin-4-amine (0.059 g, 0.13 mmol) in 1-methylpyrrolidin-2-one (1.26 mL, 0.13 mmol) was added palladium bis(trifluoroacetate) (0.013 g, 0.038 mmol), 2-(dicyclohexylphosphino)-2′,4′,6′,-triisopropyl-biphenyl (0.036 g, 0.076 mmol) followed by tri-n-butyltin cyanide (0.040 g, 0.13 mmol). The reaction was heated to 160° C. for 36 h. A further 0.3 eq of palladium bis(trifluoroacetate) and 0.6 eq of 2-(di... Reactants: Cc1ccccc1, CCCc1c(Cc2ccc(-c3ccccc3-c3noc(=O)[nH]3)cc2)c(=O)n(CC(=O)OC(C)(C)C)c2ncnn12, O=C(O)C(F)(F)F. Product: CCCc1c(Cc2ccc(-c3ccccc3-c3noc(=O)[nH]3)cc2)c(=O)n(CC(=O)O)c2ncnn12. Reaction SMILES: [CH3:48][c:49]1[cH:50][cH:51][cH:52][cH:53][cH:54]1.[O:1]=[c:2]1[n:3]([CH2:33][C:34](=[O:35])[O:36][C:37]([CH3:38])([CH3:39])[CH3:40])[c:4]2[n:5]([c:6]([CH2:27][CH2:28][CH3:29])[c:7]1[CH2:8][c:9]1[cH:10][cH:11][c:12](-[c:15]3[c:16](-[c:21]4[n:22][o:23][c:24](=[O:26])[nH:25]4)[cH:17][cH:18][cH:19][cH:20]3)[cH:13][cH:14]1)[n:30][cH:31][n:32]2.[OH:41][C:42]([C:43]([F:44])([F:45])[F:46])=[O:47]>>[O:1]=[c:2]1[n:3]([CH2:33][C:34](=[O:35])[OH:36])[c:4]2[n:5]([c:6]([CH2:27][CH2:28][CH3:29])[c:7]1[CH2:8][c:9]1[cH:10][cH:11][c:12](-[c:15]3[c:16](-[c:21]4[n:22][o:23][c:24](=[O:26])[nH:25]4)[cH:17][cH:18][cH:19][cH:20]3)[cH:13][cH:14]1)[n:30][cH:31][n:32]2. The reactants are C(C)(=O)OCC(C)(C)N1C=NC=2C(=NC=3C=CC=CC3C21)O (1-(2-acetoxy-1,1-dimethylethyl)-1H-imidazo[4,5-c]quinolin-4-ol). The solvent is Cl (hydrochloric acid). Run at temperature 20 celsius. Yields the product N1C=NC=2C(=NC=3C=CC=CC3C21)O (1H-imidazo[4,5-c]quinolin-4-ol). Reaction SMILES: C(OCC([N:9]1[C:21]2[C:20]3[CH:19]=[CH:18][CH:17]=[CH:16][C:15]=3[N:14]=[C:13]([OH:22])[C:12]=2[N:11]=[CH:10]1)(C)C)(=O)C>Cl>[NH:9]1[C:21]2[C:20]3[CH:19]=[CH:18][CH:17]=[CH:16][C:15]=3[N:14]=[C:13]([OH:22])[C:12]=2[N:11]=[CH:10]1. Procedure details: A solution of 18.1 g (0.0605 mole) of 1-(2-acetoxy-1,1-dimethylethyl)-1H-imidazo[4,5-c]quinolin-4-ol and 500 mL of 6N hydrochloric acid was heated at its reflux temperature for one day and cooled to about 20° C. The solid salt, 1H-imidazo[4,5-c]quinolin-4-ol hydrochloride, was separated by filtration. The salt was neutralized by slurring in saturated sodium bicarbonate solution. The solid was separated by filtration, dried, and further dried by twice repeated coevaporation with ethanol to provid... Starting materials: BrC=1C=CC=C2C=CNC12 (7-bromoindole), FC(C(=O)OC(C(F)(F)F)=O)(F)F (trifluoroacetic anhydride), resultant solution. Solvent: CN(C=O)C (N,N-dimethylformamide). Yields the product BrC=1C=CC=C2C(=CNC12)C(=O)O (7-Bromo-1H-indole-3-carboxylic acid). As a reaction SMILES: [Br:1][C:2]1[CH:3]=[CH:4][CH:5]=[C:6]2[C:10]=1[NH:9][CH:8]=[CH:7]2.FC(F)(F)[C:13]([O:15]C(=O)C(F)(F)F)=[O:14]>CN(C)C=O>[Br:1][C:2]1[CH:3]=[CH:4][CH:5]=[C:6]2[C:10]=1[NH:9][CH:8]=[C:7]2[C:13]([OH:15])=[O:14]. Procedure: To a solution of 7-bromoindole (10 g, 51.0 mmol) in N,N-dimethylformamide (DMF) (100 cm3) was added trifluoroacetic anhydride (12.5 cm3, 89.6 mmol) over 5 min. The resultant solution was stirred at room temperature for 16 h. The solution was poured onto water (500 cm3) and the precipitate formed was isolated by filtration, washed with water and 4N sodium hydroxide (200 cm3) added. The suspension was heated at reflux for 1.5 h and allowed to cool before washing with diethyl ether (2×250 cm3). The... Starting materials: BrC=1C=CC(=C(C1)[C@@](CO[Si](C)(C)C(C)(C)C)(C)N(C(CCCl)=O)CC1=CC=C(C=C1)OC)F (N-[(R)-1-(5-Bromo-2-fluoro-phenyl)-2-(tert-butyl-dimethyl-silanyloxy)-1-methyl-ethyl]-3-chloro-N-(4-methoxy-benzyl)-propionamide), [F-].C(CCC)[N+](CCCC)(CCCC)CCCC (tetrabutylammonium fluoride). The solvent is O1CCCC1 (tetrahydrofurane). Reaction conditions: temperature 0 celsius, time 16 hour. Product: BrC=1C=CC(=C(C1)[C@@]1(COCCC(N1CC1=CC=C(C=C1)OC)=O)C)F ((R)-3-(5-bromo-2-fluoro-phenyl)-4-(4-methoxy-benzyl)-3-methyl-[1,4]oxazepan-5-one). RXN SMILES: [Br:1][C:2]1[CH:3]=[CH:4][C:5]([F:34])=[C:6]([C@:8]([N:19]([CH2:25][C:26]2[CH:31]=[CH:30][C:29]([O:32][CH3:33])=[CH:28][CH:27]=2)[C:20](=[O:24])[CH2:21][CH2:22]Cl)([CH3:18])[CH2:9][O:10][Si](C(C)(C)C)(C)C)[CH:7]=1.[F-].C([N+](CCCC)(CCCC)CCCC)CCC>O1CCCC1>[Br:1][C:2]1[CH:3]=[CH:4][C:5]([F:34])=[C:6]([C@@:8]2([CH3:18])[N:19]([CH2:25][C:26]3[CH:31]=[CH:30][C:29]([O:32][CH3:33])=[CH:28][CH:27]=3)[C:20](=[O:24])[CH2:21][CH2:22][O:10][CH2:9]2)[CH:7]=1 |f:1.2|. Reported procedure: N-[(R)-1-(5-Bromo-2-fluoro-phenyl)-2-(tert-butyl-dimethyl-silanyloxy)-1-methyl-ethyl]-3-chloro-N-(4-methoxy-benzyl)-propionamide (2.08 g, 3.63 mmol) was dissolved in tetrahydrofurane (45 ml) and the solution cooled to 0° C. A solution of tetrabutylammonium fluoride (1 N in tetrahydrofuran, 7.25 ml) was added and the reaction mixture left to warm to room temperature. After 16 hours, the solvent was evaporated at reduced pressure, the residue dissolved in ethyl acetate (25 ml) and water (25 ml) an... The reactants are FC1=CC=C(C=C1)C=1C=CC(=NC1)N1CCC(CC1)CCNC(OC1=CC=C(C=C1)[N+](=O)[O-])=O (4-nitrophenyl 2-[5′-(4-fluorophenyl)-3,4,5,6-tetrahydro-2H-[1,2′]bipyridinyl-4-yl]ethylcarbamate), C(N)(=O)C=1N=C(OC1)CO (4-carbamoyloxazol-2-ylmethanol), C(C)(C)N(C(C)C)CC (N,N-diisopropylethylamine), N,N-dimethylaminopyridine. Product: FC1=CC=C(C=C1)C=1C=CC(=NC1)N1CCC(CC1)CCNC(OCC=1OC=C(N1)C(N)=O)=O (4-Carbamoyloxazol-2-ylmethyl 2-[5′-(4-fluorophenyl)-3,4,5,6-tetrahydro-2H-[1,2′]bipyridinyl-4-yl]ethylcarbamate). Yield: 64.2%. Reaction SMILES: [F:1][C:2]1[CH:7]=[CH:6][C:5]([C:8]2[CH:9]=[CH:10][C:11]([N:14]3[CH2:19][CH2:18][CH:17]([CH2:20][CH2:21][NH:22][C:23](=[O:34])[O:24][C:25]4[CH:30]=CC([N+]([O-])=O)=CC=4)[CH2:16][CH2:15]3)=[N:12][CH:13]=2)=[CH:4][CH:3]=1.C(N(CC)C(C)C)(C)C.[C:44]([C:47]1[N:48]=C(CO)[O:50][CH:51]=1)(=[O:46])[NH2:45]>>[F:1][C:2]1[CH:7]=[CH:6][C:5]([C:8]2[CH:9]=[CH:10][C:11]([N:14]3[CH2:19][CH2:18][CH:17]([CH2:20][CH2:21][NH:22][C:23](=[O:34])[O:24][CH2:25][C:30]4[O:50][CH:51]=[C:47]([C:44](=[O:46])[NH2:45])[N:48]=4)[CH2:16][CH2:15]3)=[N:12][CH:13]=2)=[CH:4][CH:3]=1. Reported procedure: The process is performed according to the procedure described in Example 4. Starting with 0.25 g (0.54 mmol) of 4-nitrophenyl 2-[5′-(4-fluorophenyl)-3,4,5,6-tetrahydro-2H-[1,2′]bipyridinyl-4-yl]ethylcarbamate, described in Example 1 (step 1.5.), 0.139 g (1.08 mmol) of N,N-diisopropylethylamine, 0.033 g (0.27 mmol) of N,N-dimethylaminopyridine and 0.084 g (0.59 mmol) of 4-carbamoyloxazol-2-ylmethanol, prepared in step 5.2., 0.162 g of pure product is obtained in the form of a white powder. As a reaction SMILES: Cl[C:2]1[CH:20]=[N:19][C:5]2[NH:6][C:7]([NH:12][CH2:13][CH2:14][CH2:15][CH2:16][CH2:17][CH3:18])=[N:8][S:9](=[O:11])(=[O:10])[C:4]=2[CH:3]=1.ClC1C=NC2NC(N3C=CN=C3)=NS(=O)(=O)C=2C=1.C(N)CCCCC>>[CH2:13]([NH:12][C:7]1[NH:6][C:3]2[CH:2]=[CH:20][N:19]=[CH:5][C:4]=2[S:9](=[O:11])(=[O:10])[N:8]=1)[CH2:14][CH2:15][CH2:16][CH2:17][CH3:18]. Starting materials: ClC1=CC2=C(NC(=NS2(=O)=O)NCCCCCC)N=C1 (7--Chloro-3-hexylamino-4H- pyrido[2,3-e]-1,2,4-thiadiazine 1,1-dioxide), Compound 12, ClC1=CC2=C(NC(=NS2(=O)=O)N2C=NC=C2)N=C1 (7-chloro-3-(imidazol-1-yl)-4H-pyrido[2,3-e]-1,2,4-thiadiazine 1,1-dioxide), C(CCCCC)N (hexylamine). Procedure: In a similar manner the following compound was prepared: 7--Chloro-3-hexylamino-4H- pyrido[2,3-e]-1,2,4-thiadiazine 1,1-dioxide; m.p. 176-179° C.; from 7-chloro-3-(imidazol-1-yl)-4H-pyrido[2,3-e]-1,2,4-thiadiazine 1,1-dioxide and hexylamine.(Compound 12). Product: C(CCCCC)NC1=NS(C2=C(N1)C=CN=C2)(=O)=O (3-Hexylamino-4H- pyrido[4,3-e]-1,2,4-thiadiazine 1,1-dioxide).